This data is from the Open Reaction Database (ORD), a public repository of structured organic reaction records. The task is: describe an organic reaction: reactants, conditions, products, and yield Reactants: BrC1=CC(=C(C=C1)[N+](=O)[O-])F (4-bromo-2-fluoronitrobenzene), FC=1C=C(C=CC1)CCN (2-(3-fluorophenyl)ethylamine), C([O-])([O-])=O.[K+].[K+] (potassium carbonate). Run in CN(C=O)C (N,N-dimethylformamide), C(C)(=O)OCC (ethyl acetate). Reaction conditions: temperature 80 celsius. The product is BrC=1C=CC(=C(NCCC2=CC(=CC=C2)F)C1)[N+](=O)[O-] (5-bromo-N-(3-fluorophenethyl)-2-nitroaniline). Reaction SMILES: [Br:1][C:2]1[CH:7]=[CH:6][C:5]([N+:8]([O-:10])=[O:9])=[C:4](F)[CH:3]=1.[F:12][C:13]1[CH:14]=[C:15]([CH2:19][CH2:20][NH2:21])[CH:16]=[CH:17][CH:18]=1.C(=O)([O-])[O-].[K+].[K+]>CN(C)C=O.C(OCC)(=O)C>[Br:1][C:2]1[CH:7]=[CH:6][C:5]([N+:8]([O-:10])=[O:9])=[C:4]([CH:3]=1)[NH:21][CH2:20][CH2:19][C:15]1[CH:16]=[CH:17][CH:18]=[C:13]([F:12])[CH:14]=1 |f:2.3.4|. Procedure details: A mixture of 4-bromo-2-fluoronitrobenzene (500 mg, 2.27 mmol), 2-(3-fluorophenyl)ethylamine (411 mg, 2.95 mmol), and potassium carbonate (1.0 g, 7.24 mmol) in 7 mL N,N-dimethylformamide was heated at 80° C. for 1 hour. The mixture was diluted with ethyl acetate, rinsed with brine (three times), dried over magnesium sulfate, filtered, and concentrated to give the title compound. Starting materials: CN(C)C=O, CCOC(C)=O, [H-], [Na+], COC(=O)CCCC=CCC1COC(C)OC1C=NO, BrC(c1ccccc1)c1ccccc1. Product: COC(=O)CCCC=CCC1COC(C)OC1C=NOC(c1ccccc1)c1ccccc1. RXN SMILES: [CH3:37][N:38]([CH3:39])[CH:40]=[O:41].[CH3:42][CH2:43][O:44][C:45](=[O:46])[CH3:47].[H-:21].[Na+:22].[OH:1][N:2]=[CH:3][CH:4]1[O:5][CH:6]([CH3:20])[O:7][CH2:8][CH:9]1[CH2:10][CH:11]=[CH:12][CH2:13][CH2:14][CH2:15][C:16](=[O:17])[O:18][CH3:19].[c:23]1([CH:29]([c:30]2[cH:31][cH:32][cH:33][cH:34][cH:35]2)[Br:36])[cH:24][cH:25][cH:26][cH:27][cH:28]1>>[O:1]([N:2]=[CH:3][CH:4]1[O:5][CH:6]([CH3:20])[O:7][CH2:8][CH:9]1[CH2:10][CH:11]=[CH:12][CH2:13][CH2:14][CH2:15][C:16](=[O:17])[O:18][CH3:19])[CH:29]([c:23]1[cH:24][cH:25][cH:26][cH:27][cH:28]1)[c:30]1[cH:31][cH:32][cH:33][cH:34][cH:35]1. The reactants are BrC=1C=C2C(=NC1CO)N=C(N2)CCCC (6-bromo-2-butyl-5-hydroxymethyl-1H-imidazo[4,5-b]pyridine). The product is BrC=1C=C2C(=NC1C=O)N=C(N2)CCCC (6-bromo-2-butyl-5-formyl-1H-imidazo[4,5-b]pyridine). RXN SMILES: [Br:1][C:2]1[CH:3]=[C:4]2[NH:12][C:11]([CH2:13][CH2:14][CH2:15][CH3:16])=[N:10][C:5]2=[N:6][C:7]=1[CH2:8][OH:9]>C(Cl)Cl.O=[Mn]=O>[Br:1][C:2]1[CH:3]=[C:4]2[NH:12][C:11]([CH2:13][CH2:14][CH2:15][CH3:16])=[N:10][C:5]2=[N:6][C:7]=1[CH:8]=[O:9]. Isolated yield 55.2%. Solvent: C(Cl)Cl (CH2Cl2). Reagents/catalysts: O=[Mn]=O (MnO2). Procedure: 1.04 g (3.66 mmole) of the compound obtained in step 6 was dissolved in 5 ml of CH2Cl2 and thereto was added 3.2 g (36.6 mmole) of activated MnO2. The reaction solution was stirred for 16 hours at room temperature and filtered through Cellite. The resultant was concentrated under reduced pressure to obtain 0.57 g of the title compound (yield 55%). Reaction conditions: time 16 hour.